The task is: describe an organic reaction: reactants, conditions, products, and yield. This data is from the Open Reaction Database (ORD), a public repository of structured organic reaction records. The reactants are resultant suspension, C(C)(C)(C)OC(NC=1C2=C(SC1N(CC1=CC(=C(C=C1)F)C(F)(F)F)S(=O)(=O)C1=CC=CC=C1)C=CC=C2)=O ({2-[Benzenesulfonyl-(4-fluoro-3-trifluoromethyl-benzyl)-amino]-benzo[b]thiophen-3-yl}-carbamic acid t-butyl ester). Run in C(C)OCC (diethyl ether), Cl (HCl), O1CCOCC1 (dioxane). Reaction conditions: time 18 hour. Product: NC=1C2=C(SC1N(S(=O)(=O)C1=CC=CC=C1)CC1=CC(=C(C=C1)F)C(F)(F)F)C=CC=C2 (N-(3-Amino-benzo[b]thiophen-2-yl)-N-(4-fluoro-3-trifluoromethyl-benzyl)-benzenesulfonamide). The yield is 78.6%. Reaction SMILES: C(OC(=O)[NH:7][C:8]1[C:9]2[CH:38]=[CH:37][CH:36]=[CH:35][C:10]=2[S:11][C:12]=1[N:13]([S:26]([C:29]1[CH:34]=[CH:33][CH:32]=[CH:31][CH:30]=1)(=[O:28])=[O:27])[CH2:14][C:15]1[CH:20]=[CH:19][C:18]([F:21])=[C:17]([C:22]([F:25])([F:24])[F:23])[CH:16]=1)(C)(C)C>Cl.O1CCOCC1.C(OCC)C>[NH2:7][C:8]1[C:9]2[CH:38]=[CH:37][CH:36]=[CH:35][C:10]=2[S:11][C:12]=1[N:13]([CH2:14][C:15]1[CH:20]=[CH:19][C:18]([F:21])=[C:17]([C:22]([F:25])([F:24])[F:23])[CH:16]=1)[S:26]([C:29]1[CH:34]=[CH:33][CH:32]=[CH:31][CH:30]=1)(=[O:27])=[O:28]. Reported procedure: Compound 509-A (1.0 g, 1.72 mmol) was dissolved in 4N HCl in dioxane (20 mL) and stirred at ambient temperature for 18 h. The resultant suspension was diluted with diethyl ether, filtered, washed with diethyl ether and dried under vacuo to afford 0.65 g of compound 509-B. MS: m/z 481.0 (MH+). Reactants: C1CCNC1, CN(C)c1cc2c(cc1C(F)(F)F)NC(=O)CC(c1cccc(-c3cc(CO)no3)c1)=N2, O=S(Cl)Cl. The product is CN(C)c1cc2c(cc1C(F)(F)F)NC(=O)CC(c1cccc(-c3cc(CN4CCCC4)no3)c1)=N2. As a reaction SMILES: [CH2:37]1[CH2:38][CH2:39][NH:40][CH2:41]1.[CH3:1][N:2]([c:3]1[cH:4][c:5]2[c:6]([cH:26][c:27]1[C:28]([F:29])([F:30])[F:31])[NH:7][C:8](=[O:25])[CH2:9][C:10]([c:12]1[cH:13][c:14](-[c:18]3[cH:19][c:20]([CH2:23][OH:24])[n:21][o:22]3)[cH:15][cH:16][cH:17]1)=[N:11]2)[CH3:32].[S:33]([Cl:34])([Cl:35])=[O:36]>>[CH3:1][N:2]([c:3]1[cH:4][c:5]2[c:6]([cH:26][c:27]1[C:28]([F:29])([F:30])[F:31])[NH:7][C:8](=[O:25])[CH2:9][C:10]([c:12]1[cH:13][c:14](-[c:18]3[cH:19][c:20]([CH2:23][N:40]4[CH2:39][CH2:38][CH2:37][CH2:41]4)[n:21][o:22]3)[cH:15][cH:16][cH:17]1)=[N:11]2)[CH3:32]. Starting materials: [Se](=O)=O (selenium dioxide), CC1=NC(=NC(=C1)C)O[C@H](C(=O)OC)C(C1=CC=CC=C1)(C1=CC=CC=C1)OC ((S)-Methyl 2-(4,6-dimethylpyrimidin-2-yloxy)-3-methoxy-3,3-diphenylpropanoate), [Se](=O)=O (Selenium dioxide). Solvent: O1CCOCC1 (dioxane), O (water), CCOCC (ether). Product: C(=O)C1=NC(=NC(=C1)C)O[C@H](C(=O)OC)C(C1=CC=CC=C1)(C1=CC=CC=C1)OC ((S)-Methyl 2-(4-formyl-6-methylpyrimidin-2-yloxy)-3-methoxy-3,3-diphenylpropanoate). As a reaction SMILES: [Se](=O)=[O:2].[CH3:4][C:5]1[CH:10]=[C:9]([CH3:11])[N:8]=[C:7]([O:12][C@@H:13]([C:18]([O:31][CH3:32])([C:25]2[CH:30]=[CH:29][CH:28]=[CH:27][CH:26]=2)[C:19]2[CH:24]=[CH:23][CH:22]=[CH:21][CH:20]=2)[C:14]([O:16][CH3:17])=[O:15])[N:6]=1>O1CCOCC1.O.CCOCC>[CH:11]([C:9]1[CH:10]=[C:5]([CH3:4])[N:6]=[C:7]([O:12][C@@H:13]([C:18]([O:31][CH3:32])([C:25]2[CH:26]=[CH:27][CH:28]=[CH:29][CH:30]=2)[C:19]2[CH:20]=[CH:21][CH:22]=[CH:23][CH:24]=2)[C:14]([O:16][CH3:17])=[O:15])[N:8]=1)=[O:2]. Reported procedure: Selenium dioxide (8.5 g, 76 mmol) is dissolved in a solution of dioxane (238 mL) and water (40 mL) at 55-60° C. To the solution of selenium dioxide, the compound of Example 9 (20 g, 51 mmol) is added and then the reaction mixture is heated at reflux for 10 hr. The reaction mixture is cooled to room temperature, diluted with ether (200 mL) and filtered. The filtrate is concentrated at reduced pressure on a rotary evaporator and then extracted with ethyl acetate (2×100 mL) to yield the crude title...